Dataset: the Open Reaction Database (ORD), a public repository of structured organic reaction records. Task: describe an organic reaction: reactants, conditions, products, and yield The reactants are ON1C(C2=CC=CC=3C2=C(C1=O)C=C(C3)OC)=O (2-Hydroxy-5-methoxy-benzo[de]isoquinoline-1,3-dione), BrN1C(CCC1=O)=O (N-bromosuccinimide). Run in C(C)(=O)O (acetic acid). Product: BrC=1C(=CC=2C(N(C(C3=CC=CC1C23)=O)O)=O)OC (6-Bromo-2-hydroxy-5-methoxy-benzo[de]isoquinoline-1,3-dione). Isolated yield 26.3%. Reaction SMILES: [OH:1][N:2]1[C:11](=[O:12])[C:10]2[CH:13]=[C:14]([O:16][CH3:17])[CH:15]=[C:8]3[C:9]=2[C:4](=[CH:5][CH:6]=[CH:7]3)[C:3]1=[O:18].[Br:19]N1C(=O)CCC1=O>C(O)(=O)C>[Br:19][C:15]1[C:14]([O:16][CH3:17])=[CH:13][C:10]2[C:11](=[O:12])[N:2]([OH:1])[C:3](=[O:18])[C:4]3[C:9]=2[C:8]=1[CH:7]=[CH:6][CH:5]=3. Procedure details: 2-Hydroxy-5-methoxy-benzo[de]isoquinoline-1,3-dione (0.32 g, 1.3 mmol, from Example 13) and N-bromosuccinimide (0.33 g, 1.8 mmol) were reacted in acetic acid (10 mL) following the procedure of Example 31 to give 0.11 g of the title compound, mp 250-253° C.; The reactants are N1C(=NC=C1)C(=O)OCC (ethyl imidazol-2-carboxylate), [N+](=O)([O-])C1=C(CCl)C=CC=C1 (o-nitrobenzyl chloride), C([O-])([O-])=O.[K+].[K+] (potassium carbonate). Yield: 85.4%. The solvent is CN(C=O)C (dimethylformamide). RXN SMILES: [NH:1]1[CH:5]=[CH:4][N:3]=[C:2]1[C:6]([O:8][CH2:9][CH3:10])=[O:7].[N+:11]([C:14]1[CH:21]=[CH:20][CH:19]=[CH:18][C:15]=1[CH2:16]Cl)([O-:13])=[O:12].C(=O)([O-])[O-].[K+].[K+]>CN(C)C=O>[N+:11]([C:14]1[CH:21]=[CH:20][CH:19]=[CH:18][C:15]=1[CH2:16][N:1]1[CH:5]=[CH:4][N:3]=[C:2]1[C:6]([O:8][CH2:9][CH3:10])=[O:7])([O-:13])=[O:12] |f:2.3.4|. Procedure: A mixture of 14 g (0.1 mol) of ethyl imidazol-2-carboxylate, 18.9 g (0.11 mol) of o-nitrobenzyl chloride, 13.8 g (0.1 mol) of anhydrous potassium carbonate and 100 ml of dimethylformamide was heated at 100° C. for 2 hours while stirring. Then, the solvent was substantially distilled off in vacuo, the residue was mixed with 100 ml of water and extracted with ethyl acetate. The organic phase was washed twice with water, dried over anhydrous sodium sulfate and concentrated by evaporation. The cryst... Conditions: temperature 100 celsius. Yields the product [N+](=O)([O-])C1=C(CN2C(=NC=C2)C(=O)OCC)C=CC=C1 (ethyl 1-(2-nitrobenzyl)-imidazole-2-carboxylate). The reactants are CC1=[N+](C=C(C(=O)OC)C=C1)[O-] (methyl 6-methylnicotinate 1-oxide), C1(=CC=C(C=C1)S(=O)(=O)Cl)C (p-toluenesulfonyl chloride), C([O-])(O)=O.[Na+] (sodium bicarbonate). The solvent is O1CCOCC1 (1,4-dioxane). The product is ClCC1=NC=C(C(=O)OC)C=C1 (methyl 6-(chloromethyl)nicotinate). As a reaction SMILES: [CH3:1][C:2]1[CH:11]=[CH:10][C:5]([C:6]([O:8][CH3:9])=[O:7])=[CH:4][N+:3]=1[O-].C1(C)C=CC(S([Cl:22])(=O)=O)=CC=1.C(=O)(O)[O-].[Na+]>O1CCOCC1>[Cl:22][CH2:1][C:2]1[CH:11]=[CH:10][C:5]([C:6]([O:8][CH3:9])=[O:7])=[CH:4][N:3]=1 |f:2.3|. Reported procedure: Methyl 6-methylnicotinate 1-oxide (from Step 1) (6.0 g, 35.9 mmol) was added into the p-toluenesulfonyl chloride (10 g, 52.4 mmol) in 100 mL of 1,4-dioxane. The mixture was heated to reflux for 20 hours. Saturated sodium bicarbonate solution (200 ml) was added into the reaction and the mixture was transferred to separatory funnel. The compound was extracted using ethyl acetate (300 ml×2) and the combined ethyl acetate solution was dried over magnesium sulfate and evaporated to black solid (5.2 g... Reactants: ClCCl, [Na+], [OH-], NCCCn1cnc(-c2ccccc2)c1, O=C(Cl)c1ccco1. Product: O=C(NCCCn1cnc(-c2ccccc2)c1)c1ccco1. As a reaction SMILES: [CH2:26]([Cl:27])[Cl:28].[Na+:17].[OH-:16].[c:1]1(-[c:7]2[n:8][cH:9][n:10]([CH2:12][CH2:13][CH2:14][NH2:15])[cH:11]2)[cH:2][cH:3][cH:4][cH:5][cH:6]1.[o:18]1[c:19]([C:23](=[O:24])[Cl:25])[cH:20][cH:21][cH:22]1>>[c:1]1(-[c:7]2[n:8][cH:9][n:10]([CH2:12][CH2:13][CH2:14][NH:15][C:23]([c:19]3[o:18][cH:22][cH:21][cH:20]3)=[O:24])[cH:11]2)[cH:2][cH:3][cH:4][cH:5][cH:6]1. The reactants are OC1=C(C=O)C=CC=C1 (2-hydroxybenzaldehyde), BrC1=NC=CC=C1 (2-bromopyridine), C([O-])([O-])=O.[K+].[K+] (potassium carbonate). The reagents and catalysts are [Cu] (copper). The solvent is N1=CC=CC=C1 (pyridine). Yields the product N1=C(C=CC=C1)OC1=C(C=O)C=CC=C1 (2-(2-pyridyloxy)benzaldehyde). Yield: 99.4%. Reaction SMILES: [OH:1][C:2]1[CH:9]=[CH:8][CH:7]=[CH:6][C:3]=1[CH:4]=[O:5].Br[C:11]1[CH:16]=[CH:15][CH:14]=[CH:13][N:12]=1.C(=O)([O-])[O-].[K+].[K+]>N1C=CC=CC=1.[Cu]>[N:12]1[CH:13]=[CH:14][CH:15]=[CH:16][C:11]=1[O:1][C:2]1[CH:9]=[CH:8][CH:7]=[CH:6][C:3]=1[CH:4]=[O:5] |f:2.3.4|. Reported procedure: A solution of 2-hydroxybenzaldehyde (10.00 g, 81.9 mmol), 2-bromopyridine (26.91 g, 170.3 mmol), potassium carbonate (17.54 g, 126.9 mmol), and copper (2.60 g, 40.95 mmol) in pyridine (80 mls) was refluxed for 3 days. The reaction was then cooled to r.t., filtered through Celite, diluted with ethylacetate (500 mls) and washed with water (3×300mls). The organic was then dried with MgSO4 and concentrated. The resulting residue was chromatographed (silica gel, 9:1 hexanes:ether) to afford 16.21 g (... Starting materials: FC(C(=O)O)(F)F (trifluoroacetic acid), C(C)(C)OCCN(C(=O)OC(C)(C)C)C=1C=C(C(=O)N2CCN(CC2)CCC2=CC=C(C=C2)Cl)C=CC1 (1-{3-[N-(2-isopropyloxyethyl)-N-tert-butoxycarbonylamino]benzoyl}-4-[2-(4-chlorophenyl)ethyl]piperazine). Solvent: ClCCl (dichloromethane). Run at time 5 minute. Yields the product Cl.C(C)(C)OCCNC=1C=C(C(=O)N2CCN(CC2)CCC2=CC=C(C=C2)Cl)C=CC1 (1-[3-(2-isopropyloxyethylamino)benzoyl]-4-[2-(4-chlorophenyl)ethyl]piperazine hydrochloride). Reaction SMILES: FC(F)(F)C(O)=O.[CH:8]([O:11][CH2:12][CH2:13][N:14]([C:22]1[CH:23]=[C:24]([CH:42]=[CH:43][CH:44]=1)[C:25]([N:27]1[CH2:32][CH2:31][N:30]([CH2:33][CH2:34][C:35]2[CH:40]=[CH:39][C:38]([Cl:41])=[CH:37][CH:36]=2)[CH2:29][CH2:28]1)=[O:26])C(OC(C)(C)C)=O)([CH3:10])[CH3:9]>ClCCl>[ClH:41].[CH:8]([O:11][CH2:12][CH2:13][NH:14][C:22]1[CH:23]=[C:24]([CH:42]=[CH:43][CH:44]=1)[C:25]([N:27]1[CH2:32][CH2:31][N:30]([CH2:33][CH2:34][C:35]2[CH:36]=[CH:37][C:38]([Cl:41])=[CH:39][CH:40]=2)[CH2:29][CH2:28]1)=[O:26])([CH3:10])[CH3:9] |f:3.4|. Procedure: 65 ml of trifluoroacetic acid are introduced into 100 ml of dichloromethane. A solution of 7.2 g of 1-{3-[N-(2-isopropyloxyethyl)-N-tert-butoxycarbonylamino]benzoyl}-4-[2-(4-chlorophenyl)ethyl]piperazine is added thereto within a period of 5 minutes. After 2 hours at RT, the reaction solution is concentrated by evaporation and the residue is neutralised with sodium hydroxide solution and extracted with ether. Concentration by evaporation and treatment with ethereal hydrochloric acid yield 1-[3-(...